From a dataset of the Open Reaction Database (ORD), a public repository of structured organic reaction records. describe an organic reaction: reactants, conditions, products, and yield Starting materials: BrC(C(=O)C1=CC=C(C=C1)C1(CCC1)NC(OC(C)(C)C)=O)C1=CC=CC=C1 (tert-butyl (1-{4-[bromo(phenyl)acetyl]phenyl}cyclobutyl)carbamate), C(C)OC1=C(C(=C(N=N1)N)C)C (6-ethoxy-4,5-dimethylpyridazin-3-amine), C(C)(C)N(C(C)C)CC (N,N-diisopropylethylamine). The solvent is C(CCC)#N (butyronitrile). Reaction conditions: temperature 125 celsius. The product is C(C)OC=1C(=C(C=2N(N1)C(=C(N2)C2=CC=C(C=C2)C2(CCC2)NC(OC(C)(C)C)=O)C2=CC=CC=C2)C)C (tert-Butyl {1-[4-(6-ethoxy-7,8-dimethyl-3-phenylimidazo[1,2-b]-pyridazin-2-yl)phenyl]cyclobutyl}carbamate). The yield is 70.0%. As a reaction SMILES: Br[CH:2]([C:23]1[CH:28]=[CH:27][CH:26]=[CH:25][CH:24]=1)[C:3]([C:5]1[CH:10]=[CH:9][C:8]([C:11]2([NH:15][C:16](=[O:22])[O:17][C:18]([CH3:21])([CH3:20])[CH3:19])[CH2:14][CH2:13][CH2:12]2)=[CH:7][CH:6]=1)=O.[CH2:29]([O:31][C:32]1[N:37]=[N:36][C:35]([NH2:38])=[C:34]([CH3:39])[C:33]=1[CH3:40])[CH3:30].C(N(CC)C(C)C)(C)C>C(#N)CCC>[CH2:29]([O:31][C:32]1[C:33]([CH3:40])=[C:34]([CH3:39])[C:35]2[N:36]([C:2]([C:23]3[CH:24]=[CH:25][CH:26]=[CH:27][CH:28]=3)=[C:3]([C:5]3[CH:10]=[CH:9][C:8]([C:11]4([NH:15][C:16](=[O:22])[O:17][C:18]([CH3:20])([CH3:19])[CH3:21])[CH2:12][CH2:13][CH2:14]4)=[CH:7][CH:6]=3)[N:38]=2)[N:37]=1)[CH3:30]. Procedure: A mixture of crude tert-butyl (1-{4-[bromo(phenyl)acetyl]phenyl}cyclobutyl)carbamate [that was prepared in a manner analgous to that described for Intermediate Example Int-1-A] (300 mg, ˜80% purity, 0.540 mmol, 1.0 eq), 6-ethoxy-4,5-dimethylpyridazin-3-amine (that was prepared in a manner analgous to that described for Intermediate Example Int-36, Step 1, 124 mg, ˜80% purity, 0.590 mmol, 1.1 eq) and N,N-diisopropylethylamine (100 μL, 0.590 mmol, 1.1 eq) in butyronitrile (3.3 mL) was heated for 3... Reactants: [BH4-], CC(C)O, O=S1(=O)N=CN(CCF)c2cc(Cl)sc21, Cl, [Na+], O. Product: O=S1(=O)NCN(CCF)c2cc(Cl)sc21. RXN SMILES: [BH4-:16].[CH:19]([OH:20])([CH3:21])[CH3:22].[Cl:1][c:2]1[cH:3][c:4]2[c:9]([s:10]1)[S:8](=[O:11])(=[O:12])[N:7]=[CH:6][N:5]2[CH2:13][CH2:14][F:15].[ClH:18].[Na+:17].[OH2:23]>>[Cl:1][c:2]1[cH:3][c:4]2[c:9]([s:10]1)[S:8](=[O:11])(=[O:12])[NH:7][CH2:6][N:5]2[CH2:13][CH2:14][F:15]. The reactants are [BH4-], C[O-], CO, COC(=O)C(C)Oc1cccc(C=O)c1, Cl, [Na+], [Na+]. The product is COC(=O)C(C)Oc1cccc(CO)c1. As a reaction SMILES: [BH4-:19].[CH3:1][O-:2].[CH3:22][OH:23].[CH:4](=[O:5])[c:6]1[cH:7][c:8]([O:9][CH:10]([C:11](=[O:12])[O:13][CH3:14])[CH3:15])[cH:16][cH:17][cH:18]1.[ClH:21].[Na+:20].[Na+:3]>>[CH2:4]([OH:5])[c:6]1[cH:7][c:8]([O:9][CH:10]([C:11](=[O:12])[O:13][CH3:14])[CH3:15])[cH:16][cH:17][cH:18]1. Reactants: Nc1nc(-c2ccccc2)cc(=O)[nH]1, [NH4+], [OH-], O=P(Cl)(Cl)Cl. The product is Nc1nc(Cl)cc(-c2ccccc2)n1. As a reaction SMILES: [NH2:1][c:2]1[n:3][c:4](-[c:9]2[cH:10][cH:11][cH:12][cH:13][cH:14]2)[cH:5][c:6](=[O:8])[nH:7]1.[NH4+:20].[OH-:21].[P:15]([Cl:16])([Cl:17])([Cl:18])=[O:19]>>[NH2:1][c:2]1[n:3][c:4](-[c:9]2[cH:10][cH:11][cH:12][cH:13][cH:14]2)[cH:5][c:6]([Cl:17])[n:7]1. The reactants are [Li+].[BH4-] (LiBH4), C(C=C)OC1=CC=C(C=C1)[C@H]1[C@@H](C1)NC(OC(C)(C)C)=O (tert-butyl(trans)-2-[4-(allyloxy)phenyl]cyclopropylcarbamate), C(C=C)OC1=CC=C(C=C1)[C@H]1[C@@H](C1)NC(OC(C)(C)C)=O (tert-butyl(trans)-2-[4-(allyloxy)phenyl]cyclopropylcarbamate). The reagents and catalysts are C=1C=CC(=CC1)[P](C=2C=CC=CC2)(C=3C=CC=CC3)[Pd]([P](C=4C=CC=CC4)(C=5C=CC=CC5)C=6C=CC=CC6)([P](C=7C=CC=CC7)(C=8C=CC=CC8)C=9C=CC=CC9)[P](C=1C=CC=CC1)(C=1C=CC=CC1)C=1C=CC=CC1 (Pd(PPh3)4). The solvent is C1CCOC1 (THF). Run at time 1 hour. The product is OC1=CC=C(C=C1)[C@H]1[C@@H](C1)NC(OC(C)(C)C)=O (tert-butyl(trans)-2-(4-hydroxyphenyl)cyclopropylcarbamate). Yield: 89.8%. As a reaction SMILES: [Li+].[BH4-].C([O:6][C:7]1[CH:12]=[CH:11][C:10]([C@@H:13]2[CH2:15][C@H:14]2[NH:16][C:17](=[O:23])[O:18][C:19]([CH3:22])([CH3:21])[CH3:20])=[CH:9][CH:8]=1)C=C>C1COCC1.C1C=CC([P]([Pd]([P](C2C=CC=CC=2)(C2C=CC=CC=2)C2C=CC=CC=2)([P](C2C=CC=CC=2)(C2C=CC=CC=2)C2C=CC=CC=2)[P](C2C=CC=CC=2)(C2C=CC=CC=2)C2C=CC=CC=2)(C2C=CC=CC=2)C2C=CC=CC=2)=CC=1>[OH:6][C:7]1[CH:12]=[CH:11][C:10]([C@@H:13]2[CH2:15][C@H:14]2[NH:16][C:17](=[O:23])[O:18][C:19]([CH3:21])([CH3:20])[CH3:22])=[CH:9][CH:8]=1 |f:0.1,^1:32,34,53,72|. Procedure details: LiBH4 (0.34 g, 15.54 mmol) was added to a solution of Pd(PPh3)4 (0.15 g, 0.13 mmol) and tert-butyl(trans)-2-[4-(allyloxy)phenyl]cyclopropylcarbamate (Intermediate I, 0.75 g, 2.59 mmol) in dry THF (20 mL) and stirred at room temperature for 1 h. After removal of the solvent, the residue was dissolved in EtOAc (25 mL), acidified with HCl (10% aqueous solution, 2 mL), and washed with water (25 mL) and brine (25 mL). The organic layer was dried over anhydrous Na2SO4 and filtered. After removal of th... The reactants are Cl (hydrochloric acid), C[Si](C)(C)C#C ((trimethylsilyl)acetylene), C1(=CC=CC=C1)C (toluene), C(C1=CC=CC=C1)(=O)NC1=C(C(=O)OC)C=CC(=C1)Br (methyl 2-(benzamido)-4-bromobenzoate). Reagents/catalysts: [Cu]I (copper (I) iodide), C1=CC=C(C=C1)P(C2=CC=CC=C2)C3=CC=CC=C3.C1=CC=C(C=C1)P(C2=CC=CC=C2)C3=CC=CC=C3.Cl[Pd]Cl (bis(triphenylphosphine)palladium (II) chloride). Run in C(C)(=O)OCC (ethyl acetate), C(C)N(CC)CC (triethylamine). Conditions: temperature 75 celsius, time 2 hour. The product is C(C1=CC=CC=C1)(=O)NC1=C(C(=O)OC)C=CC(=C1)C#C[Si](C)(C)C (methyl 2-(benzamido)-4-(2-(trimethylsilyl)ethynyl)benzoate). RXN SMILES: [CH3:1][Si:2]([C:5]#[CH:6])([CH3:4])[CH3:3].C1(C)C=CC=CC=1.[C:14]([NH:22][C:23]1[CH:32]=[C:31](Br)[CH:30]=[CH:29][C:24]=1[C:25]([O:27][CH3:28])=[O:26])(=[O:21])[C:15]1[CH:20]=[CH:19][CH:18]=[CH:17][CH:16]=1.Cl>[Cu]I.C1C=CC(P(C2C=CC=CC=2)C2C=CC=CC=2)=CC=1.C1C=CC(P(C2C=CC=CC=2)C2C=CC=CC=2)=CC=1.Cl[Pd]Cl.C(OCC)(=O)C.C(N(CC)CC)C>[C:14]([NH:22][C:23]1[CH:32]=[C:31]([C:6]#[C:5][Si:2]([CH3:4])([CH3:3])[CH3:1])[CH:30]=[CH:29][C:24]=1[C:25]([O:27][CH3:28])=[O:26])(=[O:21])[C:15]1[CH:16]=[CH:17][CH:18]=[CH:19][CH:20]=1 |f:5.6.7|. Procedure details: 2.7 mL of (trimethylsilyl)acetylene was added to 30 mL of toluene suspension containing 3.2 g of methyl 2-(benzamido)-4-bromobenzoate, 92 mg of copper (I) iodide, 0.34 g of bis(triphenylphosphine)palladium (II) chloride and 2.7 mL of triethylamine at room temperature and stirred under nitrogen atmosphere at 70 to 80° C. for 2 hours. After the reaction mixture was cooled to room temperature, ethyl acetate and 1.0 mol/L hydrochloric acid were added and insoluble were removed by filtration. The org... Reactants: OOS(=O)[O-].[K+] (OXONE), C(C)(C)(C)OC(=O)N1CC(CC1)C1=C(C=C(C=C1)SC1=C(C=CC=C1)C#N)OC (3-[4-(2-cyano-phenylsulfanyl)-2-methoxy-phenyl]-pyrrolidine-1-carboxylic acid tert-butyl ester). Run in O (water), CO (MeOH), C(C)#N (acetonitrile), O (water). Conditions: time 3 hour. The product is C(C)(C)(C)OC(=O)N1CC(CC1)C1=C(C=C(C=C1)S(=O)C1=C(C=CC=C1)C#N)OC (3-[4-(2-cyano-benzenesulfinyl)-2-methoxy-phenyl]-pyrrolidine-1-carboxylic acid tert-butyl ester). As a reaction SMILES: [OH:1]OS([O-])=O.[K+].[C:7]([O:11][C:12]([N:14]1[CH2:18][CH2:17][CH:16]([C:19]2[CH:24]=[CH:23][C:22]([S:25][C:26]3[CH:31]=[CH:30][CH:29]=[CH:28][C:27]=3[C:32]#[N:33])=[CH:21][C:20]=2[O:34][CH3:35])[CH2:15]1)=[O:13])([CH3:10])([CH3:9])[CH3:8]>O.CO.C(#N)C>[C:7]([O:11][C:12]([N:14]1[CH2:18][CH2:17][CH:16]([C:19]2[CH:24]=[CH:23][C:22]([S:25]([C:26]3[CH:31]=[CH:30][CH:29]=[CH:28][C:27]=3[C:32]#[N:33])=[O:1])=[CH:21][C:20]=2[O:34][CH3:35])[CH2:15]1)=[O:13])([CH3:10])([CH3:9])[CH3:8] |f:0.1|. Procedure details: A solution of OXONE™ (0.470 g, 0.7636 mmol) in water (5 mL) was added to a solution of 3-[4-(2-cyano-phenylsulfanyl)-2-methoxy-phenyl]-pyrrolidine-1-carboxylic acid tert-butyl ester (0.209 g, 0.5091 mmol) in a mixture of MeOH (5 mL) and acetonitrile (5 mL). The reaction mixture was stirred at room temperature for 3 hours, then water was added and the mixture was extracted with EtOAc. The combined organic extracts were washed with water and brine, dried over Na2SO4, filtered, and evaporated under...